Dataset: the Open Reaction Database (ORD), a public repository of structured organic reaction records. Task: describe an organic reaction: reactants, conditions, products, and yield Starting materials: Cc1coc2c1C(=O)CC(c1ccccc1C(F)(F)F)C2, CCO, Cl, Cl, N=C(N)NN. Product: Cc1coc2c1C(=NNC(=N)N)CC(c1ccccc1C(F)(F)F)C2, Cl. Reaction SMILES: [CH3:1][c:2]1[cH:3][o:4][c:5]2[c:6]1[C:7](=[O:21])[CH2:8][CH:9]([c:11]1[c:12]([C:17]([F:18])([F:19])[F:20])[cH:13][cH:14][cH:15][cH:16]1)[CH2:10]2.[CH3:29][CH2:30][OH:31].[ClH:22].[ClH:28].[NH2:23][NH:24][C:25](=[NH:26])[NH2:27]>>[CH3:1][c:2]1[cH:3][o:4][c:5]2[c:6]1[C:7](=[N:23][NH:24][C:25](=[NH:26])[NH2:27])[CH2:8][CH:9]([c:11]1[c:12]([C:17]([F:18])([F:19])[F:20])[cH:13][cH:14][cH:15][cH:16]1)[CH2:10]2.[ClH:22]. Reactants: ClC1=NC2=CC(=CC(=C2C(=C1C)Cl)F)F (2,4-dichloro-5,7-difluoro-3-methylquinoline), CC=1C(=NC=CC1)[Sn](CCCC)(CCCC)CCCC (3-methyl-2-(tributylstannyl)pyridine), palladium tetrakistriphenylphosphine. Solvent: C1(=CC=CC=C1)C (toluene). Run at temperature 100 celsius, time 68 hour. Yields the product ClC1=C(C(=NC2=CC(=CC(=C12)F)F)C1=NC=CC=C1C)C (4-chloro-5,7-difluoro-3-methyl-2-(3-methylpyridin-2-yl)quinoline). RXN SMILES: Cl[C:2]1[C:11]([CH3:12])=[C:10]([Cl:13])[C:9]2[C:4](=[CH:5][C:6]([F:15])=[CH:7][C:8]=2[F:14])[N:3]=1.[CH3:16][C:17]1[C:18]([Sn](CCCC)(CCCC)CCCC)=[N:19][CH:20]=[CH:21][CH:22]=1>C1(C)C=CC=CC=1>[Cl:13][C:10]1[C:9]2[C:4](=[CH:5][C:6]([F:15])=[CH:7][C:8]=2[F:14])[N:3]=[C:2]([C:18]2[C:17]([CH3:16])=[CH:22][CH:21]=[CH:20][N:19]=2)[C:11]=1[CH3:12]. Procedure details: To a stirred solution of 2,4-dichloro-5,7-difluoro-3-methylquinoline (0.17 g, 0.685 mmol) in toluene (1.40 mL) was added 3-methyl-2-(tributylstannyl)pyridine (0.29 g, 0.75 mmol), and palladium tetrakistriphenylphosphine (0.079 g, 0.069 mmol). The reaction was stirred at 100° C. and stirring continued for 68 h. The reaction mixture was cooled to rt and concentrated in vacuo. The crude material was purified by column chromatography on silica gel, eluting with (0-50% EtOAc in hexanes) to provide 4-... Reactants: [Sn](Cl)(Cl)(Cl)Cl (tin chloride), ClC=1C(=NC=C(C1)[N+](=O)[O-])C#N (3-chloro-2-cyano-5-nitro-pyridine), C([O-])(O)=O.[Na+] (Sodium bicarbonate). Run in C(C)(=O)OCC (ethyl acetate), C(C)(=O)OCC (ethyl acetate). Run at time 20 hour. The product is NC=1C=C(C(=NC1)C#N)Cl (5-amino-3-chloro-2-cyanopyridine). Yield: 50.4%. As a reaction SMILES: [Sn](Cl)(Cl)(Cl)Cl.[Cl:6][C:7]1[C:8]([C:16]#[N:17])=[N:9][CH:10]=[C:11]([N+:13]([O-])=O)[CH:12]=1.C(=O)(O)[O-].[Na+]>C(OCC)(=O)C>[NH2:13][C:11]1[CH:12]=[C:7]([Cl:6])[C:8]([C:16]#[N:17])=[N:9][CH:10]=1 |f:2.3|. Procedure: A solution of tin chloride (52 g) and 3-chloro-2-cyano-5-nitro-pyridine (10.3 g) was stirred in ethyl acetate (200 mL) at room temperature for 10 minutes and at 70° C. for 4 hours. The solution was cooled to room temperature and diluted with ethyl acetate (500 mL). Sodium bicarbonate (100 g) added in four portions to the mixture within 4 hours. The mixture was stirred vigorously for 20 hours. The suspension was filtered and the filtrate was washed with saturated aqueous sodium bicarbonate soluti...